Dataset: the Open Reaction Database (ORD), a public repository of structured organic reaction records. Task: describe an organic reaction: reactants, conditions, products, and yield The reactants are CCc1sc(C(=O)OC(C)C)cc1Br, CN(C)C=O, N#C[Cu]C#N, N#C[Na]. The product is CCc1sc(C(=O)OC(C)C)cc1C#N. As a reaction SMILES: [Br:1][c:2]1[cH:3][c:4]([C:9](=[O:10])[O:11][CH:12]([CH3:13])[CH3:14])[s:5][c:6]1[CH2:7][CH3:8].[CH3:23][N:24]([CH3:25])[CH:26]=[O:27].[Cu:15]([C:16]#[N:17])[C:18]#[N:19].[Na:20][C:21]#[N:22]>>[c:2]1([C:16]#[N:17])[cH:3][c:4]([C:9](=[O:10])[O:11][CH:12]([CH3:13])[CH3:14])[s:5][c:6]1[CH2:7][CH3:8]. Starting materials: [C@H]12[C@H](NC[C@@H]2C1)CNC(=O)C=1C=CC=C2C1C=CO2 (benzofuran-4-carboxylic acid[(1S,2S,5R)-1-(3-aza-bicyclo[3.1.0]hex-2-yl)methyl]-amide), FC1=CC=C(C=C1)C1=C(N=C(S1)C)C(=O)O (5-(4-fluoro-phenyl)-2-methyl-thiazole-4-carboxylic acid). Product: FC1=CC=C(C=C1)C1=C(N=C(S1)C)C(=O)N1[C@@H]([C@H]2C[C@H]2C1)CNC(=O)C=1C=CC=C2C1C=CO2 (Benzofuran-4-carboxylic acid{(1S,2S,5R)-3-[5-(4-fluoro-phenyl)-2-methyl-thiazole-4-carbonyl]-3-aza-bicyclo[3.1.0]hex-2-ylmethyl}-amide). RXN SMILES: [C@H:1]12[CH2:6][C@H:5]1[CH2:4][NH:3][C@@H:2]2[CH2:7][NH:8][C:9]([C:11]1[CH:12]=[CH:13][CH:14]=[C:15]2[O:19][CH:18]=[CH:17][C:16]=12)=[O:10].[F:20][C:21]1[CH:26]=[CH:25][C:24]([C:27]2[S:31][C:30]([CH3:32])=[N:29][C:28]=2[C:33](O)=[O:34])=[CH:23][CH:22]=1>>[F:20][C:21]1[CH:22]=[CH:23][C:24]([C:27]2[S:31][C:30]([CH3:32])=[N:29][C:28]=2[C:33]([N:3]2[CH2:4][C@H:5]3[C@H:1]([CH2:6]3)[C@H:2]2[CH2:7][NH:8][C:9]([C:11]2[CH:12]=[CH:13][CH:14]=[C:15]3[O:19][CH:18]=[CH:17][C:16]=23)=[O:10])=[O:34])=[CH:25][CH:26]=1. Procedure: prepared by reaction of benzofuran-4-carboxylic acid[(1S,2S,5R)-1-(3-aza-bicyclo[3.1.0]hex-2-yl)methyl]-amide with 5-(4-fluoro-phenyl)-2-methyl-thiazole-4-carboxylic acid. LC-MS (basic): tR=0.90 min; [M+H]+=476.1.